This data is from the Open Reaction Database (ORD), a public repository of structured organic reaction records. The task is: describe an organic reaction: reactants, conditions, products, and yield Reactants: FC1=C(C(=CC(=C1)N)F)O (2,6-Difluoro-4-aminophenol), C(CCC)(=O)C=1C=NC2=C(C=CC=C2C1Cl)OC (3-butyryl-4-chloro-8-methoxyquinoline). Solvent: O1CCOCC1 (dioxan). The product is C(CCC)(=O)C=1C=NC2=C(C=CC=C2C1NC1=CC(=C(C(=C1)F)O)F)OC (3-butyryl-4-(3,5-difluoro-4-hydroxyphenylamino)-8-methoxyquinoline). The yield is 27.6%. RXN SMILES: [F:1][C:2]1[CH:7]=[C:6]([NH2:8])[CH:5]=[C:4]([F:9])[C:3]=1[OH:10].[C:11]([C:16]1[CH:17]=[N:18][C:19]2[C:24]([C:25]=1Cl)=[CH:23][CH:22]=[CH:21][C:20]=2[O:27][CH3:28])(=[O:15])[CH2:12][CH2:13][CH3:14]>O1CCOCC1>[C:11]([C:16]1[CH:17]=[N:18][C:19]2[C:24]([C:25]=1[NH:8][C:6]1[CH:7]=[C:2]([F:1])[C:3]([OH:10])=[C:4]([F:9])[CH:5]=1)=[CH:23][CH:22]=[CH:21][C:20]=2[O:27][CH3:28])(=[O:15])[CH2:12][CH2:13][CH3:14]. Procedure: 2,6-Difluoro-4-aminophenol (1.49 g, 5.65 mmol) and 3-butyryl-4-chloro-8-methoxyquinoline (1.23 g, 8.48 mmol) in dioxan (50 ml) were refluxed under nitrogen for 2.5 hours. The solvent was evaporated and the product was converted to the free base, purified by flash chromatography (silica, methanol-ammonia/chloroform), triturated with methanol, filtered, washed and dried to give the title compound (0.58 g), m.p. 274°-5° (dec). Starting materials: ClC1=C2C(C(NC2=CC=C1O)=O)=O (4-chloro-5-hydroxy-1H-indole-2,3-dione), FC1=CC=C(CC=2N(C(=NN2)N)N)C=C1 ((4-fluoro-benzyl)-[1,2,4]triazole-3,4-diamine). Solvent: C(CO)O (ethylene glycol). Run at temperature 125 celsius, time 16 hour. Product: ClC1=C2C3=NN4C(N=C3NC2=CC=C1O)=NN=C4CC4=CC=C(C=C4)F (5-Chloro-3-(4-fluoro-benzyl)-9H-1,2,3a,4,9,10-hexaaza-cyclopenta[b]fluoren-6-ol). As a reaction SMILES: [Cl:1][C:2]1[C:10]([OH:11])=[CH:9][CH:8]=[C:7]2[C:3]=1[C:4](=O)[C:5](=O)[NH:6]2.[F:14][C:15]1[CH:28]=[CH:27][C:18]([CH2:19][C:20]2[N:21]([NH2:26])[C:22]([NH2:25])=[N:23][N:24]=2)=[CH:17][CH:16]=1>C(O)CO>[Cl:1][C:2]1[C:10]([OH:11])=[CH:9][CH:8]=[C:7]2[C:3]=1[C:4]1[C:5]([NH:6]2)=[N:25][C:22]2=[N:23][N:24]=[C:20]([CH2:19][C:18]3[CH:27]=[CH:28][C:15]([F:14])=[CH:16][CH:17]=3)[N:21]2[N:26]=1. Procedure: According to a cyclization procedure for Example 30, 0.60 mmol of 4-chloro-5-hydroxy-1H-indole-2,3-dione (118.5 mg) and 0.70 mmol of (4-fluoro-benzyl)-[1,2,4]triazole-3,4-diamine (145 mg) in 2 mL of ethylene glycol was stirred at 125° C. overnight (16 hr). Reactants: C(C=C)(=O)OCCN(C)C (acryloyloxyethyl-N,N-dimethylamine), COC1=CC=C(O)C=C1 (hydroquinone monomethyl ether), C(C1=CC=CC=C1)Cl (benzyl chloride). Run at time 15 minute. As a reaction SMILES: [C:1]([O:5][CH2:6][CH2:7][N:8]([CH3:10])[CH3:9])(=[O:4])[CH:2]=[CH2:3].COC1C=CC(O)=CC=1.[CH2:20]([Cl:27])[C:21]1[CH:26]=[CH:25][CH:24]=[CH:23][CH:22]=1>CC(C)=O>[Cl-:27].[C:1]([O:5][CH2:6][CH2:7][N+:8]([CH2:20][C:21]1[CH:26]=[CH:25][CH:24]=[CH:23][CH:22]=1)([CH3:10])[CH3:9])(=[O:4])[CH:2]=[CH2:3] |f:4.5|. Reported procedure: Into a two-necked flask provided with a reflux condenser and a dropping funnel were introduced 85.9 g (0.6 mol) of acryloyloxyethyl-N,N-dimethylamine, 160 g of acetone and 0.1 g of hydroquinone monomethyl ether, which was employed as a polymerization inhibitor, and then mixed homogeneously. After dropping 75.9 g (0.6 mol) of benzyl chloride thereinto within about 15 minutes, the mixture was allowed to stand overnight under stirring at room temperature. Then the reaction mixture was washed with 5... Solvent: CC(=O)C (acetone). Yields the product [Cl-].C(C=C)(=O)OCC[N+](C)(C)CC1=CC=CC=C1 (acryloyloxyethyl-N,N-dimethylbenzylammonium chloride). Reactants: S([O-])(O)=O.[Na+] (sodium bisulfite), S(O)(O)(=O)=O (sulfuric acid), ClC1=C(C=C(C(=C1)Cl)F)[N+](=O)[O-] (2,4-dichloro-5-fluoronitrobenzene), C(C)(=O)[O-] (acetate), Br(=O)(=O)[O-].[K+] (potassium bromate), BrBr (bromine). The solvent is O (water), O (water). Run at time 8 hour. Yields the product BrC=1C(=C(C=C(C1Cl)F)[N+](=O)[O-])Cl (3-bromo-2,4-dichloro-5-fluoronitrobenzene). Isolated yield 91.9%. RXN SMILES: [Cl:1][C:2]1[CH:7]=[C:6]([Cl:8])[C:5]([F:9])=[CH:4][C:3]=1[N+:10]([O-:12])=[O:11].C([O-])(=O)C.BrBr.S(=O)(=O)(O)O.[Br:24]([O-])(=O)=O.[K+].S(=O)(O)[O-].[Na+]>O>[Br:24][C:7]1[C:2]([Cl:1])=[C:3]([N+:10]([O-:12])=[O:11])[CH:4]=[C:5]([F:9])[C:6]=1[Cl:8] |f:4.5,6.7|. Reported procedure: 96.6 g of 2,4-dichloro-5-fluoronitrobenzene (0.46 mol) was stirred with 1150 ml of glacial acetate acid containing 9.7 ml of bromine. Then, a solution consisting of 690 ml of concentrated sulfuric acid and 464 ml of water was added thereto. To the resultant was added 67.5 g of potassium bromate seven times (9.65 g each) at 40° C. over around 2 hours. The reaction was ceased after 8 hours. The reacting mixture was slowly poured into 3000 ml of water containing 46.0 g of sodium bisulfite, and kept... The solvent is ClCCl (dichloromethane). Product: CC1=C(NC2=CC=C(C=C2C1=O)C)C(=O)OCC (ethyl 1,4-dihydro-3,6-dimethyl-4-oxoquinoline-2-carboxylate). Reactants: NC1=CC=C(C=C1)C (p-toluidine), CC(C(=O)OCC)C(C(=O)OCC)=O (diethyl 2-methyl-3-oxosuccinate), Cl (hydrochloric acid). Reaction SMILES: [NH2:1][C:2]1[CH:7]=[CH:6][C:5]([CH3:8])=[CH:4][CH:3]=1.[CH3:9][CH:10]([C:16](=O)[C:17]([O:19][CH2:20][CH3:21])=[O:18])[C:11](OCC)=[O:12].Cl>ClCCl>[CH3:9][C:10]1[C:11](=[O:12])[C:7]2[C:2](=[CH:3][CH:4]=[C:5]([CH3:8])[CH:6]=2)[NH:1][C:16]=1[C:17]([O:19][CH2:20][CH3:21])=[O:18]. Reported procedure: A mixture of p-toluidine (10 g) and diethyl 2-methyl-3-oxosuccinate (18.9 g) in dichloromethane (50 ml) was refluxed for 2 days. The reaction mixture was poured onto 0.5N hydrochloric acid (200 ml) and extracted with dichloromethane. The organic layer was washed with water, 0.5N sodium hydroxide solution and brine, dried over magnesium sulfate, and concentrated. The obtained residue was added to heated diphenyl (80 g) and the mixture was refluxed for 15 minutes. The reaction mixture was allowed ... Isolated yield 71.2%. Starting materials: C(C)N1C(NC(C(C1=O)(C)NC(C1=C(C(=C(C(=C1)F)F)F)F)=O)=O)=O (N-(1-Ethyl-hexahydro-5-methyl-2,4,6-trioxo-5-pyrimidinyl)-2,3,4,5-tetrafluorobenzamide), NC1(C(NC(N(C1=O)C1CCCCC1)=O)=O)CC (5-amino-1-cyclohexyl-5-ethylbarbituric acid). Product: C1(CCCCC1)N1C(NC(C(C1=O)(CC)NC(C1=C(C(=C(C(=C1)F)F)F)F)=O)=O)=O (N-(1-Cyclohexyl-5-ethyl-hexahydro-2,4,6-trioxo-5-pyrimidinyl)-2,3,4,5-tetrafluorobenzamide). Reaction SMILES: C(N1C(=O)C(N[C:12](=[O:23])[C:13]2[CH:18]=[C:17]([F:19])[C:16]([F:20])=[C:15]([F:21])[C:14]=2[F:22])(C)C(=O)NC1=O)C.[NH2:26][C:27]1([CH2:42][CH3:43])[C:32](=[O:33])[N:31]([CH:34]2[CH2:39][CH2:38][CH2:37][CH2:36][CH2:35]2)[C:30](=[O:40])[NH:29][C:28]1=[O:41]>>[CH:34]1([N:31]2[C:32](=[O:33])[C:27]([NH:26][C:12](=[O:23])[C:13]3[CH:18]=[C:17]([F:19])[C:16]([F:20])=[C:15]([F:21])[C:14]=3[F:22])([CH2:42][CH3:43])[C:28](=[O:41])[NH:29][C:30]2=[O:40])[CH2:39][CH2:38][CH2:37][CH2:36][CH2:35]1. Procedure details: Compound 20i was prepared by the same method described for 20f using 5-amino-1-cyclohexyl-5-ethylbarbituric acid (0.51 g, 2 mmol). The crude 1-cyclohexyl-5-ethyl-5-(tetrafluorobenzamido)barbituric acid (20i) was obtained as yellow crystals and did not require further purification. Reactants: CN(C=O)C (N,N-dimethylformamide), NC1=C(C=C(C(=N1)N1C=C(C(C2=CC(=C(C(=C12)Cl)F)F)=O)C(=O)O)F)F (1-(6-amino-3,5-difluoropyridin-2-yl)-8-chloro-6,7-difluoro-4-oxo-1,4-dihydroquinoline-3-carboxylic acid), N1CCNCC1 (piperazine). Solvent: C(C)O (ethanol). Run at temperature 90 celsius, time 1 hour. The product is NC1=C(C=C(C(=N1)N1C=C(C(C2=CC(=C(C(=C12)Cl)N1CCNCC1)F)=O)C(=O)O)F)F (1-(6-amino-3,5-difluoropyridin-2-yl)-8-chloro-6-fluoro-4-oxo-7-piperazino-1,4-dihydroquinoline-3-carboxylic acid). Reaction SMILES: CN(C)C=O.[NH2:6][C:7]1[N:12]=[C:11]([N:13]2[C:22]3[C:17](=[CH:18][C:19]([F:25])=[C:20](F)[C:21]=3[Cl:23])[C:16](=[O:26])[C:15]([C:27]([OH:29])=[O:28])=[CH:14]2)[C:10]([F:30])=[CH:9][C:8]=1[F:31].[NH:32]1[CH2:37][CH2:36][NH:35][CH2:34][CH2:33]1>C(O)C>[NH2:6][C:7]1[N:12]=[C:11]([N:13]2[C:22]3[C:17](=[CH:18][C:19]([F:25])=[C:20]([N:32]4[CH2:37][CH2:36][NH:35][CH2:34][CH2:33]4)[C:21]=3[Cl:23])[C:16](=[O:26])[C:15]([C:27]([OH:29])=[O:28])=[CH:14]2)[C:10]([F:30])=[CH:9][C:8]=1[F:31]. Procedure details: To 170 mg of N,N-dimethylformamide were added 50 mg of 1-(6-amino-3,5-difluoropyridin-2-yl)-8-chloro-6,7-difluoro-4-oxo-1,4-dihydroquinoline-3-carboxylic acid, 50 mg of piperazine, and the mixture was stirred at 90° C. for 1 hour. After adding about 0.3 ml of ethanol, the mixture was allowed to cool, and the precipitate was collected by filtration and washed with ethanol and diisopropylether successively-to obtain 33 mg of the title compound as a colorless powder. The reactants are O=C1C=C(NC=C1OCC1=CC=CC=C1)C(=O)O (1,4-Dihydro-4-oxo-5-(phenylmethoxy)-2-pyridinecarboxylic acid), C(C)(C)(C)OC(=O)NN (N-(t-butoxycarbonyl)hydrazine), C1(CCCCC1)N=C=NC1CCCCC1 (dicyclohexylcarbodiimide). The reagents and catalysts are CN(C)C1=NC=CC=C1 (dimethylaminopyridine), ON1N=NC2=C1C=CC=C2 (N-hydroxybenzotriazole). Solvent: CN(C=O)C (dimethylformamide), CN(C=O)C (dimethylformamide). Reaction conditions: time 30 minute. Product: CC(C)(OC(=O)NNC(=O)C=1NC=C(C(C1)=O)OCC1=CC=CC=C1)C (1,4-Dihydro-4-oxo-5-(phenylmethoxy)-2-pyridinecarboxylic acid, 2-[(1,1-dimethylethoxy)carbonyl]-hydrazide). Yield: 77.4%. Reaction SMILES: [O:1]=[C:2]1[C:7]([O:8][CH2:9][C:10]2[CH:15]=[CH:14][CH:13]=[CH:12][CH:11]=2)=[CH:6][NH:5][C:4]([C:16]([OH:18])=O)=[CH:3]1.[C:19]([O:23][C:24]([NH:26][NH2:27])=[O:25])([CH3:22])([CH3:21])[CH3:20].C1(N=C=NC2CCCCC2)CCCCC1>CN(C)C=O.CN(C1C=CC=CN=1)C.ON1C2C=CC=CC=2N=N1>[CH3:20][C:19]([CH3:22])([O:23][C:24]([NH:26][NH:27][C:16]([C:4]1[NH:5][CH:6]=[C:7]([O:8][CH2:9][C:10]2[CH:11]=[CH:12][CH:13]=[CH:14][CH:15]=2)[C:2](=[O:1])[CH:3]=1)=[O:18])=[O:25])[CH3:21]. Reported procedure: 1,4-Dihydro-4-oxo-5-(phenylmethoxy)-2-pyridinecarboxylic acid (61.3 g, 0.25 mol) was suspended in 500 ml of dimethylformamide at room temperature, followed by the addition of 39.65 g (0.3 mol) of N-(t-butoxycarbonyl)hydrazine, 1.5 g of dimethylaminopyridine and 2.0 g of N-hydroxybenzotriazole, and the mixture was stirred for 30 minutes at room temperature. Then, 57.7 g (0.28 mol) of dicyclohexylcarbodiimide, dissolved in 100 ml of dimethylformamide, was added dropwise with stirring over 30 minut...